From a dataset of the Open Reaction Database (ORD), a public repository of structured organic reaction records. describe an organic reaction: reactants, conditions, products, and yield Reactants: FC(C1=CC(=NC=2N1N=CC2C(=O)O)C2=CC(=C(C=C2)C(F)(F)F)OCC(F)(F)F)F (7-difluoromethyl-5-[3-(2,2,2-trifluoro-ethoxy)-4-trifluoromethyl-phenyl]-pyrazolo[1,5-a]pyrimidine-3-carboxylic acid), NC1=NC=C(C(=N)NO)C=C1 (6-amino-N-hydroxy-nicotinamidine). Yields the product FC(C1=CC(=NC=2N1N=CC2C2=NC(=NO2)C=2C=CC(=NC2)N)C2=CC(=C(C=C2)C(F)(F)F)OCC(F)(F)F)F (5-(5-{7-Difluoromethyl-5-[3-(2,2,2-trifluoro-ethoxy)-4-trifluoromethyl-phenyl]-pyrazolo[1,5-a]pyrimidin-3-yl}-[1,2,4]oxadiazol-3-yl)-pyridin-2-ylamine). RXN SMILES: [F:1][CH:2]([F:31])[C:3]1[N:8]2[N:9]=[CH:10][C:11]([C:12](O)=O)=[C:7]2[N:6]=[C:5]([C:15]2[CH:20]=[CH:19][C:18]([C:21]([F:24])([F:23])[F:22])=[C:17]([O:25][CH2:26][C:27]([F:30])([F:29])[F:28])[CH:16]=2)[CH:4]=1.[NH2:32][C:33]1[CH:42]=[CH:41][C:36]([C:37]([NH:39][OH:40])=[NH:38])=[CH:35][N:34]=1>>[F:31][CH:2]([F:1])[C:3]1[N:8]2[N:9]=[CH:10][C:11]([C:12]3[O:40][N:39]=[C:37]([C:36]4[CH:41]=[CH:42][C:33]([NH2:32])=[N:34][CH:35]=4)[N:38]=3)=[C:7]2[N:6]=[C:5]([C:15]2[CH:20]=[CH:19][C:18]([C:21]([F:22])([F:23])[F:24])=[C:17]([O:25][CH2:26][C:27]([F:30])([F:29])[F:28])[CH:16]=2)[CH:4]=1. Procedure: The title compound was prepared from 7-difluoromethyl-5-[3-(2,2,2-trifluoro-ethoxy)-4-trifluoromethyl-phenyl]-pyrazolo[1,5-a]pyrimidine-3-carboxylic acid (example C.14) (228 mg, 0.5 mmol) and 6-amino-N-hydroxy-nicotinamidine (example B.4) (114 mg, 0.75 mmol) according to general procedure II. Obtained after flash chromatography on silica gel (ethyl acetate/heptane) and further purification by crystallization (dichloromethane/hexane) as a yellow solid (125 mg, 44%). MS (ISP) 572.1 [(M+H)+]; mp 28...